Task: describe an organic reaction: reactants, conditions, products, and yield. Dataset: the Open Reaction Database (ORD), a public repository of structured organic reaction records Starting materials: C(C1=CC=CC=C1)OC(=O)C1=C2C[C@H]3N(C[C@H](C[C@@H]3C=3C=CC=C(N1)C32)NC(=O)N(CC)CC)C (8α-(3,3-diethylureido)-6-methylergoline-2-carboxylic acid benzyl ester). Reagents/catalysts: [Pd] (palladium black). Solvent: CO (methanol). Run at time 30 minute. Product: C(C)N(C(N[C@@H]1CN([C@@H]2CC3=C(NC4=CC=CC([C@H]2C1)=C34)C(=O)O)C)=O)CC (8α-(3,3-diethylureido)-6-methylergoline-2-carboxylic acid). Yield: 100.0%. Reaction SMILES: C([O:8][C:9]([C:11]1[NH:25][C:24]2[C:26]3[C:12]=1[CH2:13][C@@H:14]1[C@@H:19]([C:20]=3[CH:21]=[CH:22][CH:23]=2)[CH2:18][C@H:17]([NH:27][C:28]([N:30]([CH2:33][CH3:34])[CH2:31][CH3:32])=[O:29])[CH2:16][N:15]1[CH3:35])=[O:10])C1C=CC=CC=1>CO.[Pd]>[CH2:33]([N:30]([CH2:31][CH3:32])[C:28](=[O:29])[NH:27][C@H:17]1[CH2:18][C@H:19]2[C@@H:14]([CH2:13][C:12]3[C:26]4[C:24](=[CH:23][CH:22]=[CH:21][C:20]2=4)[NH:25][C:11]=3[C:9]([OH:10])=[O:8])[N:15]([CH3:35])[CH2:16]1)[CH3:34]. Procedure: 104 mg (0.22 mmol) of 8α-(3,3-diethylureido)-6-methylergoline-2-carboxylic acid benzyl ester is dissolved in 20 ml of methanol and, after adding 50 mg of palladium black, hydrogenated for 30 minutes under normal pressure at room temperature. After the catalyst has been filtered off and the mixture concentrated, 8α-(3,3-diethylureido)-6-methylergoline-2-carboxylic acid is obtained in a 100% yield, mp: decomposition starting with 230° C. Starting materials: BrBr (Bromine), C(C1=CC=CC=C1)N1C2=NC(=NC(=C2N=C1)N)CCCCCC (9-benzyl-2-hexyladenine), CC(=O)[O-].[Na+] (NaOAc). Conditions: temperature 70 celsius. The product is C(C1=CC=CC=C1)N1C2=NC(=NC(=C2N=C1Br)N)CCCCC (9-benzyl-8-bromo-2-pentyladenine). Yield: 8.0%. RXN SMILES: [Br:1]Br.[CH2:3]([N:10]1[CH:18]=[N:17][C:16]2[C:11]1=[N:12][C:13]([CH2:20][CH2:21][CH2:22][CH2:23][CH2:24]C)=[N:14][C:15]=2[NH2:19])[C:4]1[CH:9]=[CH:8][CH:7]=[CH:6][CH:5]=1.CC([O-])=O.[Na+]>>[CH2:3]([N:10]1[C:18]([Br:1])=[N:17][C:16]2[C:11]1=[N:12][C:13]([CH2:20][CH2:21][CH2:22][CH2:23][CH3:24])=[N:14][C:15]=2[NH2:19])[C:4]1[CH:9]=[CH:8][CH:7]=[CH:6][CH:5]=1 |f:2.3|. Reported procedure: A mixture of 4-amino-5-cyanoimidazole (1.09 g, 11 mmol) and hexaneamide (4.39 g, 38 mmol) was heated at 210° C. for 15 h under N2 atmosphere. After cooling, the residue was dissolved in a mixture of DMF (200 ml) and water (50 ml). Benzyl chloride (3 ml) and K2CO3 (3 g) was added to the mixture, and heated at 70° C. for 6 h. Solvent was evaporated under vacuum, the residue was extracted by CH2Cl2. The resulting organic layer was evaporated under vacuum. 9-benzyl-2-pentyladenine was obtained by th... The reactants are ClC1=C(C=CC(=C1OC1=CC=CC=C1)[N+](=O)[O-])OC1=CC=C(C=C1)C#N (2-chloro-4-nitro-3-phenoxy-1-(4-cyano-phenoxy)-benzene), C(C=C)N (allylamine). Solvent: O1CCOCC1 (dioxane). Reaction conditions: time 30 hour. Product: ClC1=C(NCC=C)C(=CC=C1OC1=CC=C(C=C1)C#N)[N+](=O)[O-] (2-Chloro-3-(4-cyano-phenoxy)-6-nitro-N-allyl-aniline). Reaction SMILES: [Cl:1][C:2]1[C:7](OC2C=CC=CC=2)=[C:6]([N+:15]([O-:17])=[O:16])[CH:5]=[CH:4][C:3]=1[O:18][C:19]1[CH:24]=[CH:23][C:22]([C:25]#[N:26])=[CH:21][CH:20]=1.[CH2:27]([NH2:30])[CH:28]=[CH2:29]>O1CCOCC1>[Cl:1][C:2]1[C:3]([O:18][C:19]2[CH:20]=[CH:21][C:22]([C:25]#[N:26])=[CH:23][CH:24]=2)=[CH:4][CH:5]=[C:6]([N+:15]([O-:17])=[O:16])[C:7]=1[NH:30][CH2:27][CH:28]=[CH2:29]. Procedure: A mixture of 4 gm of 2-chloro-4-nitro-3-phenoxy-1-(4-cyano-phenoxy)-benzene, 10 ml of dioxane and 2 gm of allylamine was allowed to stand at room temperature for 30 hours. Thereafter, the dioxane was distilled off, the residue was taken up in chloroform, the resulting solution was extracted with dilute sodium hydroxide, the organic phase was dried with sodium sulfate, the chloroform was distilled off, and the residue was recrystallized from ethanol. 3.5 gm (97.2% of theory) of the yellow crystal... Reactants: CNC, O=C(Cl)Cc1ccccc1, c1ccccc1. Product: CN(C)C(=O)Cc1ccccc1. Reaction SMILES: [CH3:1][NH:2][CH3:3].[c:4]1([CH2:10][C:11](=[O:12])[Cl:13])[cH:5][cH:6][cH:7][cH:8][cH:9]1.[cH:14]1[cH:15][cH:16][cH:17][cH:18][cH:19]1>>[CH3:1][N:2]([CH3:3])[C:11]([CH2:10][c:4]1[cH:5][cH:6][cH:7][cH:8][cH:9]1)=[O:12]. The reactants are CCO, CCOC(=O)C(C)(C)C(=O)N1CCC(CCN2C3CCC2CC(n2c(C)nc4ccccc42)C3)(c2cccc(F)c2)CC1, [Na+], [OH-]. Product: Cc1nc2ccccc2n1C1CC2CCC(C1)N2CCC1(c2cccc(F)c2)CCN(C(=O)C(C)(C)C(=O)O)CC1. RXN SMILES: [CH3:46][CH2:47][OH:48].[F:1][c:2]1[cH:3][c:4]([C:8]2([CH2:24][CH2:25][N:26]3[CH:27]4[CH2:28][CH:29]([n:34]5[c:35]([CH3:43])[n:36][c:37]6[c:38]5[cH:39][cH:40][cH:41][cH:42]6)[CH2:30][CH:31]3[CH2:32][CH2:33]4)[CH2:9][CH2:10][N:11]([C:14]([C:15]([C:16](=[O:17])[O:18][CH2:19][CH3:20])([CH3:21])[CH3:22])=[O:23])[CH2:12][CH2:13]2)[cH:5][cH:6][cH:7]1.[Na+:45].[OH-:44]>>[F:1][c:2]1[cH:3][c:4]([C:8]2([CH2:24][CH2:25][N:26]3[CH:27]4[CH2:28][CH:29]([n:34]5[c:35]([CH3:43])[n:36][c:37]6[c:38]5[cH:39][cH:40][cH:41][cH:42]6)[CH2:30][CH:31]3[CH2:32][CH2:33]4)[CH2:9][CH2:10][N:11]([C:14]([C:15]([C:16](=[O:17])[OH:18])([CH3:21])[CH3:22])=[O:23])[CH2:12][CH2:13]2)[cH:5][cH:6][cH:7]1. Run in C1(=CC=CC=C1)C (toluene), C1(=CC=CC=C1)C (toluene). Run at time 8 hour. Starting materials: N1(C=NC=C1)CCCN (1H-imidazole-1-propanamine), FC(C=1C=C(C=CC1)N=C=O)(F)F (m-trifluoromethylphenyl isocyanate). RXN SMILES: [N:1]1([CH2:6][CH2:7][CH2:8][NH2:9])[CH:5]=[CH:4][N:3]=[CH:2]1.[F:10][C:11]([F:22])([F:21])[C:12]1[CH:13]=[C:14]([N:18]=[C:19]=[O:20])[CH:15]=[CH:16][CH:17]=1>C1(C)C=CC=CC=1>[N:1]1([CH2:6][CH2:7][CH2:8][NH:9][C:19]([NH:18][C:14]2[CH:15]=[CH:16][CH:17]=[C:12]([C:11]([F:10])([F:21])[F:22])[CH:13]=2)=[O:20])[CH:5]=[CH:4][N:3]=[CH:2]1. Procedure: A 2.50 g. portion of 1H-imidazole-1-propanamine was added to 20 ml. of toluene. A solution of 3.7 g. of m-trifluoromethylphenyl isocyanate in 20 ml. of toluene was added and the mixture was stirred overnight, then evaporated to a syrup. This syrup was triturated twice with ether giving 4.95 g. of crystals. These crystals were dissolved in methylene chloride, hot ethyl acetate or a mixture of the two and passed through a silica gel column, developing with 200 ml. of ethyl acetate and discarding t... Yields the product N1(C=NC=C1)CCCNC(=O)NC1=CC(=CC=C1)C(F)(F)F (N-[3-(1H-Imidazol-1-yl)propyl]-N'-[3-(trifluoromethyl)phenyl]urea).